This data is from the Open Reaction Database (ORD), a public repository of structured organic reaction records. The task is: describe an organic reaction: reactants, conditions, products, and yield Reactants: CC(C)(C)O, C=Cc1ccc(CC)cn1, [K], O=Cc1ccc(O)cc1. The product is CCc1ccc(C(O)COc2ccc(C=O)cc2)nc1. RXN SMILES: [C:21]([CH3:22])([CH3:23])([CH3:24])[OH:25].[CH2:1]([CH3:2])[c:3]1[cH:4][cH:5][c:6]([CH:9]=[CH2:10])[n:7][cH:8]1.[K:11].[OH:12][c:13]1[cH:14][cH:15][c:16]([CH:17]=[O:18])[cH:19][cH:20]1>>[CH2:1]([CH3:2])[c:3]1[cH:4][cH:5][c:6]([CH:9]([CH2:10][O:12][c:13]2[cH:14][cH:15][c:16]([CH:17]=[O:18])[cH:19][cH:20]2)[OH:25])[n:7][cH:8]1. Starting materials: B, CCOC(=O)c1cnc2c(c1O)C(=O)CCC2, CO, [Na]. Yields the product CCOC(=O)c1cnc2c(c1O)C(O)CCC2. As a reaction SMILES: [BH3:18].[CH2:1]([CH3:2])[O:3][C:4](=[O:5])[c:6]1[cH:7][n:8][c:9]2[c:14]([c:15]1[OH:16])[C:13](=[O:17])[CH2:12][CH2:11][CH2:10]2.[CH3:20][OH:21].[Na:19]>>[CH2:1]([CH3:2])[O:3][C:4](=[O:5])[c:6]1[cH:7][n:8][c:9]2[c:14]([c:15]1[OH:16])[CH:13]([OH:17])[CH2:12][CH2:11][CH2:10]2.